This data is from the Open Reaction Database (ORD), a public repository of structured organic reaction records. The task is: describe an organic reaction: reactants, conditions, products, and yield Reactants: O (Water), C(CC=C)[Mg]Br (3-butenylmagnesium bromide), C(C=1C(=CC=CC1)OC)=O (o-anisaldehyde). Run in C1CCOC1 (THF), C1CCOC1 (THF). Yields the product OC(CCC=C)C1=C(C=CC=C1)OC (5-Hydroxyl-5-(2-methoxyphenyl)-1-pentene). As a reaction SMILES: [CH2:1]([Mg]Br)[CH2:2][CH:3]=[CH2:4].[CH:7](=[O:16])[C:8]1[C:9]([O:14][CH3:15])=[CH:10][CH:11]=[CH:12][CH:13]=1.O>C1COCC1>[OH:16][CH:7]([C:8]1[CH:13]=[CH:12][CH:11]=[CH:10][C:9]=1[O:14][CH3:15])[CH2:4][CH2:3][CH:2]=[CH2:1]. Procedure: To a solution of 3-butenylmagnesium bromide in THF (0.50 M, 200 mL) at 0° C. was added o-anisaldehyde (13.62 g, 100 mmol) in THF (20 mL) dropwise and the reaction mixture was heated under reflux for 1 hour. Water was added, the aqueous layer was extracted with ether (x4), and the combined organic layers were washed with brine, dried over MgSO4 and evaporated in vacuo to give the title compound. The crude product was used for Preparation 17 without purification. 1H NMR (CDCl3, 400 MHz) δ: 7.3 (2H... Starting materials: C(C)(C)(C)OC([C@H](CNC(C1=CC=C(C=C1)OCCCNC1=NC2=C(N1)C=CC=C2)=O)NS(=O)(=O)C2=CC=CC=C2)=O (4-[3-[N-(1H-Benzimidazol-2-yl)amino]propoxy]benzoyl-2(S)-phenylsulfonylamino-β-alanine t-butyl ester), C(=O)(C(F)(F)F)O (TFA). Reported procedure: A CH2Cl2 solution (20 mL) of 36-7 (580 mg, 0.97 mmol) and TFA (5 mL) was stirred under ambient conditions for 2 h and at 50° C. for 2 h. Concentration and flash chromatography (silica, 9:0.5:0.5 EtOH/H2O/NH4OH) gave 36-8 as a pale yellow solid. Reaction SMILES: C([O:5][C:6](=[O:42])[C@@H:7]([NH:32][S:33]([C:36]1[CH:41]=[CH:40][CH:39]=[CH:38][CH:37]=1)(=[O:35])=[O:34])[CH2:8][NH:9][C:10](=[O:31])[C:11]1[CH:16]=[CH:15][C:14]([O:17][CH2:18][CH2:19][CH2:20][NH:21][C:22]2[NH:26][C:25]3[CH:27]=[CH:28][CH:29]=[CH:30][C:24]=3[N:23]=2)=[CH:13][CH:12]=1)(C)(C)C.C(O)(C(F)(F)F)=O>C(Cl)Cl>[NH:23]1[C:24]2[CH:30]=[CH:29][CH:28]=[CH:27][C:25]=2[N:26]=[C:22]1[NH:21][CH2:20][CH2:19][CH2:18][O:17][C:14]1[CH:13]=[CH:12][C:11]([C:10]([NH:9][CH2:8][C@H:7]([NH:32][S:33]([C:36]2[CH:41]=[CH:40][CH:39]=[CH:38][CH:37]=2)(=[O:34])=[O:35])[C:6]([OH:42])=[O:5])=[O:31])=[CH:16][CH:15]=1. Product: N1C(=NC2=C1C=CC=C2)NCCCOC2=CC=C(C(=O)NC[C@@H](C(=O)O)NS(=O)(=O)C1=CC=CC=C1)C=C2 (4-[3-[N-(1H-Benzimidazol-2-yl)amino]propoxy]benzoyl-2(S)-phenylsulfonylamino-β-alanine). The solvent is C(Cl)Cl (CH2Cl2).